This data is from the Open Reaction Database (ORD), a public repository of structured organic reaction records. The task is: describe an organic reaction: reactants, conditions, products, and yield The reactants are C(C)(C)(C)OC(NC1(CCC1)C1=CC=C(C=C1)C1=C(N=C2N1C1=C(NC3=C2C=CC=C3)N=CC=C1)C1=CC=C(C=C1)CN1CCOCC1)=O (tert-butyl[1-(4-{2-[4-(morpholin-4-ylmethyl)phenyl]-9H-imidazo[1,2-d]pyrido[2,3-b][1,4]benzodiazepin-3-yl}phenyl)cyclobutyl]carbamate), Cl.O1CCOCC1 (HCl dioxane). Run in CO (MeOH). Run at time 15 hour. Product: Cl.Cl.Cl.Cl.N1(CCOCC1)CC1=CC=C(C=C1)C=1N=C2N(C3=C(NC4=C2C=CC=C4)N=CC=C3)C1C1=CC=C(C=C1)C1(CCC1)N (1-(4-{2-[4-(morpholin-4-ylmethyl)phenyl]-9H-imidazo[1,2-d]pyrido[2,3-b][1,4]benzodiazepin-3-yl}phenyl)cyclobutanamine tetrahydrochloride). As a reaction SMILES: C(OC(=O)[NH:7][C:8]1([C:12]2[CH:17]=[CH:16][C:15]([C:18]3[N:22]4[C:23]5[CH:35]=[CH:34][CH:33]=[N:32][C:24]=5[NH:25][C:26]5[CH:31]=[CH:30][CH:29]=[CH:28][C:27]=5[C:21]4=[N:20][C:19]=3[C:36]3[CH:41]=[CH:40][C:39]([CH2:42][N:43]4[CH2:48][CH2:47][O:46][CH2:45][CH2:44]4)=[CH:38][CH:37]=3)=[CH:14][CH:13]=2)[CH2:11][CH2:10][CH2:9]1)(C)(C)C.[ClH:50].O1CCOCC1>CO>[ClH:50].[ClH:50].[ClH:50].[ClH:50].[N:43]1([CH2:42][C:39]2[CH:40]=[CH:41][C:36]([C:19]3[N:20]=[C:21]4[C:27]5[CH:28]=[CH:29][CH:30]=[CH:31][C:26]=5[NH:25][C:24]5[N:32]=[CH:33][CH:34]=[CH:35][C:23]=5[N:22]4[C:18]=3[C:15]3[CH:14]=[CH:13][C:12]([C:8]4([NH2:7])[CH2:11][CH2:10][CH2:9]4)=[CH:17][CH:16]=3)=[CH:37][CH:38]=2)[CH2:44][CH2:45][O:46][CH2:47][CH2:48]1 |f:1.2,4.5.6.7.8|. Procedure details: tert-butyl[1-(4-{2-[4-(morpholin-4-ylmethyl)phenyl]-9H-imidazo[1,2-d]pyrido[2,3-b][1,4]benzodiazepin-3-yl}phenyl)cyclobutyl]carbamate (28 mg, 0.043 mmol) in MeOH (0.5 mL) was added 4N HCl-dioxane (2 mL) and stirred at r.t for 15 hours. The mixture was concentrated to afford the desired product (31 mg, quant) as a yellow solid. 1HNMR (DMSO-d6) 400 MHz δ: 8.74 (br s, 2H), 8.61 (s, 1H), 8.10 (dd, J=4.9 Hz and 1.4 Hz, 1H), 7.96 (dd, J=7.7 Hz and 1.4 Hz, 1H), 7.59 (dd, J=15.5 Hz and 8.6 Hz, 4H), 7.53... Starting materials: Cl.NO (hydroxylamine hydrochloride), [OH-].[Na+] (sodium hydroxide), C(C)O (ethanol), C(#N)C1=NC=C(C=C1)C(F)(F)F (2-cyano-5-trifluoromethylpyridine). Solvent: O (water), ClCCCl (1,2-dichloroethane), O (water). The product is FC(C=1C=CC(=NC1)C(N)=NO)(F)F (5-trifluoromethyl-2-pyridinecarboxamide oxime). The yield is 95.3%. As a reaction SMILES: C(O)C.[C:4]([C:6]1[CH:11]=[CH:10][C:9]([C:12]([F:15])([F:14])[F:13])=[CH:8][N:7]=1)#[N:5].Cl.[NH2:17][OH:18].[OH-].[Na+]>ClCCCl.O>[F:14][C:12]([F:15])([F:13])[C:9]1[CH:10]=[CH:11][C:6]([C:4](=[N:17][OH:18])[NH2:5])=[N:7][CH:8]=1 |f:2.3,4.5|. Procedure: 180 ml of ethanol were added to a solution of 22 g of 2-cyano-5-trifluoromethylpyridine in 180 ml of 1,2-dichloroethane under stirring at room temperature, followed by drop-wise addition thereto of a solution of 9.8 g of hydroxylamine hydrochloride in 17 ml of water. An aqueous solution of 5.6 g of sodium hydroxide in 17 ml of water was drop-wise added to the resulting mixture. After completion of the drop-wise addition, the reaction mixture was heated at 80° C. for 2 hours. The reaction mixture... Starting materials: N#Cc1ccc(N)cc1, CC(C)(C)[O-], CN(C)C=O, O=[N+]([O-])c1cc([N+](=O)[O-])c(Cl)cc1Cl, Cl, [K+], O. Yields the product N#Cc1ccc(Nc2cc(Cl)c([N+](=O)[O-])cc2[N+](=O)[O-])cc1. As a reaction SMILES: [C:15](#[N:16])[c:17]1[cH:18][cH:19][c:20]([NH2:21])[cH:22][cH:23]1.[CH3:24][C:25]([CH3:26])([O-:27])[CH3:28].[CH3:31][N:32]([CH3:33])[CH:34]=[O:35].[Cl:1][c:2]1[c:3]([N+:12](=[O:13])[O-:14])[cH:4][c:5]([N+:9](=[O:10])[O-:11])[c:6]([Cl:8])[cH:7]1.[ClH:30].[K+:29].[OH2:36]>>[c:2]1([NH:21][c:20]2[cH:19][cH:18][c:17]([C:15]#[N:16])[cH:23][cH:22]2)[c:3]([N+:12](=[O:13])[O-:14])[cH:4][c:5]([N+:9](=[O:10])[O-:11])[c:6]([Cl:8])[cH:7]1.